This data is from the Open Reaction Database (ORD), a public repository of structured organic reaction records. The task is: describe an organic reaction: reactants, conditions, products, and yield Starting materials: CCOCC (ether), OC1=NC=C(C=C1[N+](=O)[O-])C (2-hydroxy-5-methyl-3-nitropyridine), C(=O)([O-])[O-].[K+].[K+] (K2CO3), CI (MeI). Run in CN(C)C=O (DMF). Run at time 2 hour. Yields the product CN1C(C(=CC(=C1)C)[N+](=O)[O-])=O (1,5-dimethyl-3-nitropyridin-2(1H)-one). Yield: 91.0%. Reaction SMILES: [OH:1][C:2]1[C:7]([N+:8]([O-:10])=[O:9])=[CH:6][C:5]([CH3:11])=[CH:4][N:3]=1.[C:12]([O-])([O-])=O.[K+].[K+].CI.CCOCC>CN(C=O)C>[CH3:12][N:3]1[CH:4]=[C:5]([CH3:11])[CH:6]=[C:7]([N+:8]([O-:10])=[O:9])[C:2]1=[O:1] |f:1.2.3|. Reported procedure: To a suspension of 10 g (63.6 mmol) 2-hydroxy-5-methyl-3-nitropyridine and 17.58 g (127 mmol) K2CO3 in 100 ml DMF, 5.96 ml (95 mmol) MeI was added at 0° C. Afterwards the reaction mixture was stirred at room temperature for 2 hours. The reaction mixture was concentrated, diluted with water and extracted three times with CH2Cl2. The organic layers were combined, dried over Na2SO4, filtered and concentrated to obtain an orange slurry. The residue was treated with ether and the precipitate was filt... The reactants are [OH-].[Na+] (sodium hydroxide), C(C)(C)(C)OC(=O)CN1C(N(CCC1)C1CCN(CC1)C(=O)OCC1=CC=CC=C1)=O (benzyl 4-[3-(tert-butoxycarbonylmethyl)-2-oxotetrahydropyrimidin-1(2H)-yl]piperidin-1-carboxylate). The solvent is C(C)O (ethanol). Conditions: time 8 hour. Yields the product C(C1=CC=CC=C1)OC(=O)N1CCC(CC1)N1C(N(CCC1)CC(=O)O)=O ([3-{1-[(Benzyloxy)carbonyl]piperidin-4-yl}-2-oxotetrahydropyrimidin-1(2H)-yl]acetic acid). Isolated yield 101.4%. As a reaction SMILES: [OH-].[Na+].C([O:7][C:8]([CH2:10][N:11]1[CH2:16][CH2:15][CH2:14][N:13]([CH:17]2[CH2:22][CH2:21][N:20]([C:23]([O:25][CH2:26][C:27]3[CH:32]=[CH:31][CH:30]=[CH:29][CH:28]=3)=[O:24])[CH2:19][CH2:18]2)[C:12]1=[O:33])=[O:9])(C)(C)C>C(O)C>[CH2:26]([O:25][C:23]([N:20]1[CH2:19][CH2:18][CH:17]([N:13]2[CH2:14][CH2:15][CH2:16][N:11]([CH2:10][C:8]([OH:9])=[O:7])[C:12]2=[O:33])[CH2:22][CH2:21]1)=[O:24])[C:27]1[CH:28]=[CH:29][CH:30]=[CH:31][CH:32]=1 |f:0.1|. Procedure: An aqueous 4N sodium hydroxide solution (10 mL) was added to a solution of benzyl 4-[3-(tert-butoxycarbonylmethyl)-2-oxotetrahydropyrimidin-1(2H)-yl]piperidin-1-carboxylate (1.7 g) obtained in Example 35a) in ethanol (20 mL), and the mixture was stirred at room temperature overnight. Ethanol was distilled off under reduced pressure, and 1N hydrochloric acid was added to the residue to adjust pH to 3, followed by extraction with chloroform. The extract was dried over anhydrous magnesium sulfate, ... Reactants: Cl.ClC1=CC=C(C=C1)C1(CCCC1)CC(=N)N (2-[1-(4-chlorophenyl)-cyclopentyl]-acetamidine HCl salt), COC(/C(=C(/C(=O)OC(C)(C)C)\O)/OCC1=CC=CC=C1)=O ((E)-2-benzyloxy-3-hydroxy-but-2-enedioic acid 4-tert-butyl ester 1-methyl ester), C(C)(C)(C)OC(=O)C1=NC(=NC(=C1OCC1=CC=CC=C1)O)CC1=C(C=CC=C1)C1=CC=CC=C1 (5-benzyloxy-2-biphenyl-2-ylmethyl-6-hydroxypyrimidine-4-carboxylic acid tert-butyl ester). The product is C(C)(C)(C)OC(=O)C1=NC(=NC(=C1OCC1=CC=CC=C1)O)CC1(CCCC1)C1=CC=C(C=C1)Cl (5-Benzyloxy-2-[1-(4-chlorophenyl)-cyclopentylmethyl]-6-hydroxypyrimidine-4-carboxylic acid tert-butyl ester). The yield is 55.1%. Reaction SMILES: Cl.[Cl:2][C:3]1[CH:8]=[CH:7][C:6]([C:9]2([CH2:14][C:15]([NH2:17])=[NH:16])[CH2:13][CH2:12][CH2:11][CH2:10]2)=[CH:5][CH:4]=1.C[O:19][C:20](=O)/[C:21](/[O:31][CH2:32][C:33]1[CH:38]=[CH:37][CH:36]=[CH:35][CH:34]=1)=[C:22](\O)/[C:23]([O:25][C:26]([CH3:29])([CH3:28])[CH3:27])=[O:24].C(OC(C1C(OCC2C=CC=CC=2)=C(O)N=C(CC2C=CC=CC=2C2C=CC=CC=2)N=1)=O)(C)(C)C>>[C:26]([O:25][C:23]([C:22]1[C:21]([O:31][CH2:32][C:33]2[CH:38]=[CH:37][CH:36]=[CH:35][CH:34]=2)=[C:20]([OH:19])[N:17]=[C:15]([CH2:14][C:9]2([C:6]3[CH:5]=[CH:4][C:3]([Cl:2])=[CH:8][CH:7]=3)[CH2:13][CH2:12][CH2:11][CH2:10]2)[N:16]=1)=[O:24])([CH3:29])([CH3:27])[CH3:28] |f:0.1|. Procedure details: 5-Benzyloxy-2-[1-(4-chlorophenyl)-cyclopentylmethyl]-6-hydroxypyrimidine-4-carboxylic acid tert-butyl ester (27-02) (12 g, 55%) was synthesized from [1-(4-chlorophenyl)-cyclopentyl]-acetonitrile (26-02) (12 g, 44.03 mmol) and (E)-2-benzyloxy-3-hydroxy-but-2-enedioic acid 4-tert-butyl ester 1-methyl ester (4) (23.49 g, 76.27 mmol) as a yellow solid following the procedure as described for 5-benzyloxy-2-biphenyl-2-ylmethyl-6-hydroxypyrimidine-4-carboxylic acid tert-butyl ester (6-01). Reactants: C(C)(C)N1CCC(CC1)OC1=CC=2C=C3N(C2C=C1)CCNC3=O (8-(1-Isopropyl-piperidin-4-yloxy)-3,4-dihydro-2H-pyrazino[1,2-a]indol-1-one), [H-].[Na+] (sodium hydride), COC=1C=C(CCl)C=CC1 (3-methoxybenzyl chloride). The product is C(C)(C)N1CCC(CC1)OC1=CC=2C=C3N(C2C=C1)CCN(C3=O)CC3=CC(=CC=C3)OC (8-(1-Isopropyl-piperidin-4-yloxy)-2-(3-methoxy-benzyl)-3,4-dihydro-2H-pyrazino[1,2-a]indol-1-one). The yield is 74.0%. As a reaction SMILES: [CH:1]([N:4]1[CH2:9][CH2:8][CH:7]([O:10][C:11]2[CH:19]=[CH:18][C:17]3[N:16]4[CH2:20][CH2:21][NH:22][C:23](=[O:24])[C:15]4=[CH:14][C:13]=3[CH:12]=2)[CH2:6][CH2:5]1)([CH3:3])[CH3:2].[H-].[Na+].[CH3:27][O:28][C:29]1[CH:30]=[C:31]([CH:34]=[CH:35][CH:36]=1)[CH2:32]Cl>>[CH:1]([N:4]1[CH2:9][CH2:8][CH:7]([O:10][C:11]2[CH:19]=[CH:18][C:17]3[N:16]4[CH2:20][CH2:21][N:22]([CH2:32][C:31]5[CH:34]=[CH:35][CH:36]=[C:29]([O:28][CH3:27])[CH:30]=5)[C:23](=[O:24])[C:15]4=[CH:14][C:13]=3[CH:12]=2)[CH2:6][CH2:5]1)([CH3:3])[CH3:2] |f:1.2|. Procedure details: The title compound was synthesized in analogy to example 17, from 8-(1-isopropyl-piperidin-4-yloxy)-3,4-dihydro-2H-pyrazino[1,2-a]indol-1-one (example 1), sodium hydride and 3-methoxybenzyl chloride, to give the desired product as a white solid (74%). The reactants are CC1=C(C(CCC1)=O)C=CC#CC1=CC=C(C(=O)OCC)C=C1 (ethyl 4-(4-(2-methyl-6-oxocyclohex-1-enyl)but-3-en-1-ynyl)benzoate), CC1=C(C(CCC1)=O)C=CC#CC1=CC=C(C(=O)OCC)C=C1 (ethyl 4-(4-(2-methyl-6-oxocyclohex-1-enyl)but-3-en-1-ynyl)benzoate), Cl[Si](C)(C)C (chlorotrimethylsilane), solution, C[Li] (methyllithium), CN(P(=O)(N(C)C)N(C)C)C (hexamethylphosphoramide). Reagents/catalysts: CSC.[Cu]Br (copper (1) bromide-dimethyl sulfide). Run in C1CCOC1 (THF), CCOCC (ether), N1=CC=CC=C1 (pyridine), C1CCOC1 (THF). Conditions: temperature -40 celsius, time 30 minute. Yields the product CC1(CCCC(=C1/C=C/C#CC1=CC=C(C(=O)OCC)C=C1)O[Si](C)(C)C)C (Ethyl (±)-(E)-4-(4-(6,6-dimethyl-2-(trimethylsily)oxycyclohex-1-enyl)but-3-en-1-yn-yl)benzoate). RXN SMILES: [CH3:1][Li].CN(C)P(N(C)C)(N(C)C)=O.[CH3:14][C:15]1[CH2:20][CH2:19][CH2:18][C:17](=[O:21])[C:16]=1[CH:22]=[CH:23][C:24]#[C:25][C:26]1[CH:36]=[CH:35][C:29]([C:30]([O:32][CH2:33][CH3:34])=[O:31])=[CH:28][CH:27]=1.Cl[Si:38]([CH3:41])([CH3:40])[CH3:39]>CSC.[Cu]Br.CCOCC.N1C=CC=CC=1.C1COCC1>[CH3:14][C:15]1([CH3:1])[C:16](/[CH:22]=[CH:23]/[C:24]#[C:25][C:26]2[CH:27]=[CH:28][C:29]([C:30]([O:32][CH2:33][CH3:34])=[O:31])=[CH:35][CH:36]=2)=[C:17]([O:21][Si:38]([CH3:41])([CH3:40])[CH3:39])[CH2:18][CH2:19][CH2:20]1 |f:4.5|. Procedure: A 1.3 M solution of methyllithium (0.78 mL, 1.04 mmol) was added to a stirring suspension of copper (1) bromide-dimethyl sulfide (107 mg, 0.52 mmol) and 2 mL of THF at −78° C. The solution was warmed to −40° C. over 30 minuts and then re-cooled to −78° C. Freshly distilled hexamethylphosphoramide (0.091 mL, 0.52 mmol) was added, and the solution was stirred at −78° C. for 30 minutes. A solution of ethyl 4-(4-(2-methyl-6-oxocyclohex-1-enyl)but-3-en-1-ynyl)benzoate (Compound H, 80 mg, 0.26 mmol), ...